This data is from the Open Reaction Database (ORD), a public repository of structured organic reaction records. The task is: describe an organic reaction: reactants, conditions, products, and yield The reactants are C(CC)C1=NC2=C(N1CC1=CC=C(C=C1)C=1C(=CC=CC1)C(=O)OC(C)(C)C)C=C(C=C2C)C=2N=C1N(C=CC=N1)C2 (tert.-butyl 4'-[[2-n-propyl-4-methyl-6-(imidazo[1,2-a]pyrimidin-2-yl)-benzimidazol-1-yl]-methyl]-biphenyl-2-carboxylate), FC(C(=O)O)(F)F (trifluoroacetic acid). Solvent: C(Cl)Cl (methylene chloride). Product: C(CC)C1=NC2=C(N1CC1=CC=C(C=C1)C=1C(=CC=CC1)C(=O)O)C=C(C=C2C)C=2N=C1N(C=CC=N1)C2 (4'-[[2-n-Propyl-4-methyl-6-(imidazo[1,2-a]pyrimidin-2-yl)-benzimidazol-1-yl]-methyl]-biphenyl-2-carboxylic acid). As a reaction SMILES: [CH2:1]([C:4]1[N:8]([CH2:9][C:10]2[CH:15]=[CH:14][C:13]([C:16]3[C:17]([C:22]([O:24]C(C)(C)C)=[O:23])=[CH:18][CH:19]=[CH:20][CH:21]=3)=[CH:12][CH:11]=2)[C:7]2[CH:29]=[C:30]([C:34]3[N:35]=[C:36]4[N:41]=[CH:40][CH:39]=[CH:38][N:37]4[CH:42]=3)[CH:31]=[C:32]([CH3:33])[C:6]=2[N:5]=1)[CH2:2][CH3:3].FC(F)(F)C(O)=O>C(Cl)Cl>[CH2:1]([C:4]1[N:8]([CH2:9][C:10]2[CH:15]=[CH:14][C:13]([C:16]3[C:17]([C:22]([OH:24])=[O:23])=[CH:18][CH:19]=[CH:20][CH:21]=3)=[CH:12][CH:11]=2)[C:7]2[CH:29]=[C:30]([C:34]3[N:35]=[C:36]4[N:41]=[CH:40][CH:39]=[CH:38][N:37]4[CH:42]=3)[CH:31]=[C:32]([CH3:33])[C:6]=2[N:5]=1)[CH2:2][CH3:3]. Procedure details: Prepared analogously to Example 1 from tert.-butyl 4'-[[2-n-propyl-4-methyl-6-(imidazo[1,2-a]pyrimidin-2-yl)-benzimidazol-1-yl]-methyl]-biphenyl-2-carboxylate and trifluoroacetic acid in methylene chloride. The reactants are C(C#CC)C1N=C(CCCC1)OC (2-(2-butynyl)-3,4,5,6-tetrahydro-7-methoxy-2H-azepine), [Cl-].[NH4+] (ammonium chloride), title material. Run in CO (MeOH). Product: Cl.C(C#CC)C1CCCCC(N1)=N (7-(2-butynyl)hexahydro-1H-azepin-2-imine, monohydrochloride). As a reaction SMILES: [CH2:1]([CH:5]1[CH2:11][CH2:10][CH2:9][CH2:8][C:7](OC)=[N:6]1)[C:2]#[C:3][CH3:4].[Cl-:14].[NH4+:15]>CO>[ClH:14].[CH2:1]([CH:5]1[NH:6][C:7](=[NH:15])[CH2:8][CH2:9][CH2:10][CH2:11]1)[C:2]#[C:3][CH3:4] |f:1.2,4.5|. Procedure: The product of EXAMPLE 257 in MeOH is reacted with ammonium chloride by the method of EXAMPLE 27 to generate the title material.